Task: describe an organic reaction: reactants, conditions, products, and yield. Dataset: the Open Reaction Database (ORD), a public repository of structured organic reaction records The reactants are FC=1C(=CC(=C(C1)C1=CC(=NC=C1)C)C)I (4-(5-fluoro-4-iodo-2-methylphenyl)-2-methylpyridine), [Cl-].C(C)(C)(C)OC(C[Zn+])=O ((2-tert-butoxy-2-oxoethyl)zinc(II) chloride). Reagents/catalysts: C=1C=CC(=CC1)/C=C/C(=O)/C=C/C2=CC=CC=C2.C=1C=CC(=CC1)/C=C/C(=O)/C=C/C2=CC=CC=C2.C=1C=CC(=CC1)/C=C/C(=O)/C=C/C2=CC=CC=C2.[Pd].[Pd] (Pd2(dba)3), CC(C)(C)P([C-]1C=CC=C1)C(C)(C)C.C1=CC=C(C=C1)[C-]2C(=C(C(=C2C3=CC=CC=C3)C4=CC=CC=C4)C5=CC=CC=C5)C6=CC=CC=C6.[Fe+2] (Q-Phos). The solvent is C1CCOC1 (THF). Conditions: temperature 70 celsius. The product is FC1=C(C=C(C(=C1)C1=CC(=NC=C1)C)C)CC(=O)OC(C)(C)C (tert-butyl 2-(2-fluoro-5-methyl-4-(2-methylpyridin-4-yl)phenyl)acetate). As a reaction SMILES: [F:1][C:2]1[C:3](I)=[CH:4][C:5]([CH3:15])=[C:6]([C:8]2[CH:13]=[CH:12][N:11]=[C:10]([CH3:14])[CH:9]=2)[CH:7]=1.[Cl-].[C:18]([O:22][C:23](=[O:26])[CH2:24][Zn+])([CH3:21])([CH3:20])[CH3:19]>C1C=CC(/C=C/C(/C=C/C2C=CC=CC=2)=O)=CC=1.C1C=CC(/C=C/C(/C=C/C2C=CC=CC=2)=O)=CC=1.C1C=CC(/C=C/C(/C=C/C2C=CC=CC=2)=O)=CC=1.[Pd].[Pd].CC(P(C(C)(C)C)[C-]1C=CC=C1)(C)C.C1C=CC([C-]2C(C3C=CC=CC=3)=C(C3C=CC=CC=3)C(C3C=CC=CC=3)=C2C2C=CC=CC=2)=CC=1.[Fe+2].C1COCC1>[F:1][C:2]1[CH:7]=[C:6]([C:8]2[CH:13]=[CH:12][N:11]=[C:10]([CH3:14])[CH:9]=2)[C:5]([CH3:15])=[CH:4][C:3]=1[CH2:24][C:23]([O:22][C:18]([CH3:21])([CH3:20])[CH3:19])=[O:26] |f:1.2,3.4.5.6.7,8.9.10|. Reported procedure: To a seal tube charged with 4-(5-fluoro-4-iodo-2-methylphenyl)-2-methylpyridine 191-4 (200 mg, 0.6 mmol), Pd2(dba)3 (28 mg, 0.03 mmol), and Q-Phos (21 mg, 0.03 mmol) was added anhydrous THF (2.5 mL). The reaction vessel was flushed with nitrogen and (2-tert-butoxy-2-oxoethyl)zinc(II) chloride (0.5 M in ether, 1.34 mL, 0.67 mmol) was added subsequently. The reaction was heated to 70° C. for 12 hours. The solvent was removed by rotary evaporation and the residue was purified by silica gel flash ch... Starting materials: COC1=CC=C(C=C1)N1C(O[C@H](C1)CN1CCC(CC1)OC1=CC=CC=C1)=O (3-p-methoxyphenyl-5(S)-[(4-phenoxypiperidino)methyl]-2-oxazolidinone). Run in CS(=O)C (DMSO). Product: O(C1=CC=CC=C1)C1CCNCC1 (4-phenoxypiperidine). Reaction SMILES: COC1C=CC(N2C[C@H](C[N:15]3[CH2:20][CH2:19][CH:18]([O:21][C:22]4[CH:27]=[CH:26][CH:25]=[CH:24][CH:23]=4)[CH2:17][CH2:16]3)OC2=O)=CC=1>CS(C)=O>[O:21]([CH:18]1[CH2:19][CH2:20][NH:15][CH2:16][CH2:17]1)[C:22]1[CH:23]=[CH:24][CH:25]=[CH:26][CH:27]=1. Procedure: 3-p-methoxyphenyl-5(S)-[(4-phenoxypiperidino)methyl]-2-oxazolidinone (hydrochloride), m.p. 227°-229°; [α]D =-31.6° (DMSO); Reaction SMILES: [C:33]([O:34][BH-:35]([O:36][C:37](=[O:38])[CH3:39])[O:40][C:41](=[O:42])[CH3:43])(=[O:44])[CH3:45].[CH3:1][CH2:2][NH2:3].[CH3:53][C:54](=[O:55])[OH:56].[Cl:50][CH2:51][Cl:52].[ClH:49].[F:4][c:5]1[c:6]([CH2:7][S:8][c:9]2[n:10][c:11]([O:26][CH3:27])[cH:12][c:13]([NH:15][S:16](=[O:17])(=[O:18])[N:19]3[CH2:20][CH2:21][C:22](=[O:25])[CH2:23][CH2:24]3)[n:14]2)[cH:28][cH:29][cH:30][c:31]1[F:32].[Na+:46].[Na+:48].[OH-:47]>>[CH3:1][CH2:2][NH:3][CH:22]1[CH2:21][CH2:20][N:19]([S:16]([NH:15][c:13]2[cH:12][c:11]([O:26][CH3:27])[n:10][c:9]([S:8][CH2:7][c:6]3[c:5]([F:4])[c:31]([F:32])[cH:30][cH:29][cH:28]3)[n:14]2)(=[O:17])=[O:18])[CH2:24][CH2:23]1. Reactants: CC(=O)O[BH-](OC(C)=O)OC(C)=O, CCN, CC(=O)O, ClCCl, Cl, COc1cc(NS(=O)(=O)N2CCC(=O)CC2)nc(SCc2cccc(F)c2F)n1, [Na+], [Na+], [OH-]. The product is CCNC1CCN(S(=O)(=O)Nc2cc(OC)nc(SCc3cccc(F)c3F)n2)CC1. Starting materials: BrC1=C2C=CC(=CC2=CC=C1)S(=O)(=O)N(C1=NC=NS1)CC1=C(C=C(C=C1)OC)OC (5-bromo-N-(2,4-dimethoxybenzyl)-N-(1,2,4-thiadiazol-5-yl)naphthalene-2-sulfonamide), BrC1=C2C=CC(=CC2=CC=C1)S(=O)(=O)N(C1=NC=NS1)CC1=C(C=C(C=C1)OC)OC (5-bromo-N-(2,4-dimethoxybenzyl)-N-(1,2,4-thiadiazol-5-yl)naphthalene-2-sulfonamide), C([O-])([O-])=O.[K+].[K+] (potassium carbonate), ClC1=C(C=CC(=C1)C(F)(F)F)B(O)O ((2-chloro-4-(trifluoromethyl)phenyl)boronic acid), O1CCOCC1 (dioxane). Reagents/catalysts: C=1C=CC(=CC1)[P](C=2C=CC=CC2)(C=3C=CC=CC3)[Pd]([P](C=4C=CC=CC4)(C=5C=CC=CC5)C=6C=CC=CC6)([P](C=7C=CC=CC7)(C=8C=CC=CC8)C=9C=CC=CC9)[P](C=1C=CC=CC1)(C=1C=CC=CC1)C=1C=CC=CC1 (tetrakis(triphenylphosphine)palladium(0)). Run in O (water). Conditions: temperature 100 celsius. Product: ClC1=C(C=CC(=C1)C(F)(F)F)C1=C2C=CC(=CC2=CC=C1)S(=O)(=O)NC1=NC=NS1 (5-(2-chloro-4-(trifluoromethyl)phenyl)-N-(1,2,4-thiadiazol-5-yl)naphthalene-2-sulfonamide). Yield: 10.0%. Reaction SMILES: Br[C:2]1[CH:11]=[CH:10][CH:9]=[C:8]2[C:3]=1[CH:4]=[CH:5][C:6]([S:12]([N:15](CC1C=CC(OC)=CC=1OC)[C:16]1[S:20][N:19]=[CH:18][N:17]=1)(=[O:14])=[O:13])=[CH:7]2.C(=O)([O-])[O-].[K+].[K+].[Cl:38][C:39]1[CH:44]=[C:43]([C:45]([F:48])([F:47])[F:46])[CH:42]=[CH:41][C:40]=1B(O)O.O1CCOCC1>C1C=CC([P]([Pd]([P](C2C=CC=CC=2)(C2C=CC=CC=2)C2C=CC=CC=2)([P](C2C=CC=CC=2)(C2C=CC=CC=2)C2C=CC=CC=2)[P](C2C=CC=CC=2)(C2C=CC=CC=2)C2C=CC=CC=2)(C2C=CC=CC=2)C2C=CC=CC=2)=CC=1.O>[Cl:38][C:39]1[CH:44]=[C:43]([C:45]([F:46])([F:47])[F:48])[CH:42]=[CH:41][C:40]=1[C:10]1[CH:11]=[CH:2][CH:3]=[C:8]2[C:9]=1[CH:4]=[CH:5][C:6]([S:12]([NH:15][C:16]1[S:20][N:19]=[CH:18][N:17]=1)(=[O:13])=[O:14])=[CH:7]2 |f:1.2.3,^1:61,63,82,101|. Procedure details: A pressure vessel was charged with 5-bromo-N-(2,4-dimethoxybenzyl)-N-(1,2,4-thiadiazol-5-yl)naphthalene-2-sulfonamide (Intermediate D) (110 mg, 0.211 mmol), potassium carbonate (146 mg, 1.057 mmol), (2-chloro-4-(trifluoromethyl)phenyl)boronic acid (56.9 mg, 0.254 mmol), tetrakis(triphenylphosphine)palladium(0) (24.42 mg, 0.021 mmol), dioxane (1409 μl) and water (705 μl). The reaction was heated in a microwave at 100° C. for 30 min. The mixture was then cooled to room temperature and the organic ... Starting materials: C(=O)(O)CCCC=CCC1C(NC(N1CCC(CCCCC)O)=O)=O (5-(6-carboxyhex-2-enyl)-1-(3-hydroxyoctyl) hydantoin), C(=O)(O)CCCCCCC1C(NC(N1CCC(CCCCC)O)=O)=O (5-(6-Carboxyhexyl)-1-(3-hydroxyoctyl)hydantoin). Product: C(=O)(O)CCCC#CCC1C(NC(N1CCC(CCCCC)O)=O)=O (5-(6-Carboxyhex-2-ynyl)-1-(3-hydroxyoctyl)hydantoin). As a reaction SMILES: [C:1]([CH2:4][CH2:5][CH2:6][CH:7]=[CH:8][CH2:9][CH:10]1[N:14]([CH2:15][CH2:16][CH:17]([OH:23])[CH2:18][CH2:19][CH2:20][CH2:21][CH3:22])[C:13](=[O:24])[NH:12][C:11]1=[O:25])([OH:3])=[O:2].C(CCCCCCC1N(CCC(O)CCCCC)C(=O)NC1=O)(O)=O>>[C:1]([CH2:4][CH2:5][CH2:6][C:7]#[C:8][CH2:9][CH:10]1[N:14]([CH2:15][CH2:16][CH:17]([OH:23])[CH2:18][CH2:19][CH2:20][CH2:21][CH3:22])[C:13](=[O:24])[NH:12][C:11]1=[O:25])([OH:3])=[O:2]. Procedure details: This compound was then catalytically hydrogenated to the corresponding 5-(6-carboxyhex-2-enyl)-1-(3-hydroxyoctyl) hydantoin and subsequently to the corresponding saturated compound which was found to be identical with the title compound of Example 2. Starting materials: NC=1C(=CC(=C(C1)N1C(N(C(N(C1=O)C)=O)CC(=O)OC(C)C)=O)Cl)F (isopropyl 3-(5-amino-2-chloro-4-fluorophenyl)tetrahydro-5-methyl-2,4,6-trioxo-s-triazine-1(2H)-acetate), FC1=C2C(C(=O)OC2=O)=CC=C1 (3-fluorophthalic anhydride). The solvent is C(C)(=O)O (acetic acid). Product: ClC1=C(C=C(C(=C1)F)N1C(C=2C(C1=O)=C(C=CC2)F)=O)N2C(N(C(N(C2=O)C)=O)CC(=O)OC(C)C)=O (Isopropyl 3-[2-chloro-4-fluoro-5-(3-fluorophthalimido)phenyl]tetrahydro-5-methyl-2,4,6-trioxo-s-triazine-1(2H)-acetate). RXN SMILES: [NH2:1][C:2]1[C:3]([F:26])=[CH:4][C:5]([Cl:25])=[C:6]([N:8]2[C:13](=[O:14])[N:12]([CH3:15])[C:11](=[O:16])[N:10]([CH2:17][C:18]([O:20][CH:21]([CH3:23])[CH3:22])=[O:19])[C:9]2=[O:24])[CH:7]=1.[F:27][C:28]1[CH:38]=[CH:37][CH:36]=[C:30]2[C:31]([O:33][C:34](=O)[C:29]=12)=[O:32]>C(O)(=O)C>[Cl:25][C:5]1[CH:4]=[C:3]([F:26])[C:2]([N:1]2[C:34](=[O:33])[C:29]3=[C:28]([F:27])[CH:38]=[CH:37][CH:36]=[C:30]3[C:31]2=[O:32])=[CH:7][C:6]=1[N:8]1[C:13](=[O:14])[N:12]([CH3:15])[C:11](=[O:16])[N:10]([CH2:17][C:18]([O:20][CH:21]([CH3:23])[CH3:22])=[O:19])[C:9]1=[O:24]. Reported procedure: A solution of isopropyl 3-(5-amino-2-chloro-4-fluorophenyl)tetrahydro-5-methyl-2,4,6-trioxo-s-triazine-1(2H)-acetate (1.0 g, 2.6 mmol) and 3-fluorophthalic anhydride (0.51 g, 3.1 mmol) in acetic acid is refluxed for 6 hours, stirred at room temperature for several days and poured onto ice. The resultant aqueous mixture is filtered to obtain a solid. The solid is dried and chromatographed (silica gel/2.5% ether in methylene chloride solution) to give the title product as a yellow foam, mp 119°-12... The reactants are O=C1CCC(=O)N1Br, CN(C(=O)N1Cc2ncn(Cc3ccccc3)c2CC1C(O[SiH](C)C)C(C)(C)C)c1ccccc1, ClCCl. Yields the product CN(C(=O)N1Cc2nc(Br)n(Cc3ccccc3)c2CC1C(O[SiH](C)C)C(C)(C)C)c1ccccc1. Reaction SMILES: [Br:36][N:37]1[C:38](=[O:39])[CH2:40][CH2:41][C:42]1=[O:43].[C:1]([CH3:2])([CH3:3])([CH3:4])[CH:5]([CH:6]1[CH2:7][c:8]2[c:9]([n:22][cH:23][n:24]2[CH2:25][c:26]2[cH:27][cH:28][cH:29][cH:30][cH:31]2)[CH2:10][N:11]1[C:12](=[O:13])[N:14]([c:15]1[cH:16][cH:17][cH:18][cH:19][cH:20]1)[CH3:21])[O:32][SiH:33]([CH3:34])[CH3:35].[CH2:44]([Cl:45])[Cl:46]>>[C:1]([CH3:2])([CH3:3])([CH3:4])[CH:5]([CH:6]1[CH2:7][c:8]2[c:9]([n:22][c:23]([Br:36])[n:24]2[CH2:25][c:26]2[cH:27][cH:28][cH:29][cH:30][cH:31]2)[CH2:10][N:11]1[C:12](=[O:13])[N:14]([c:15]1[cH:16][cH:17][cH:18][cH:19][cH:20]1)[CH3:21])[O:32][SiH:33]([CH3:34])[CH3:35].